This data is from the Open Reaction Database (ORD), a public repository of structured organic reaction records. The task is: describe an organic reaction: reactants, conditions, products, and yield Starting materials: O (water), C[Si](C)(C)C#CC=1C=CC=2N(C1)C=C(N2)C(=O)OCC (ethyl 6-[(trimethylsilyl)ethynyl]imidazo[1,2-a]pyridine-2-carboxylate), solution, [F-].C(CCC)[N+](CCCC)(CCCC)CCCC (tetrabutylammonium fluoride). Run in O1CCCC1 (tetrahydrofuran), O1CCCC1 (tetrahydrofuran). Conditions: time 30 minute. The product is C(#C)C=1C=CC=2N(C1)C=C(N2)C(=O)OCC (ethyl 6-ethynylimidazo[1,2-a]pyridine-2-carboxylate). Yield: 74.9%. RXN SMILES: C[Si]([C:5]#[C:6][C:7]1[CH:8]=[CH:9][C:10]2[N:11]([CH:13]=[C:14]([C:16]([O:18][CH2:19][CH3:20])=[O:17])[N:15]=2)[CH:12]=1)(C)C.[F-].C([N+](CCCC)(CCCC)CCCC)CCC.O>O1CCCC1>[C:6]([C:7]1[CH:8]=[CH:9][C:10]2[N:11]([CH:13]=[C:14]([C:16]([O:18][CH2:19][CH3:20])=[O:17])[N:15]=2)[CH:12]=1)#[CH:5] |f:1.2|. Reported procedure: To a solution of 500 mg of ethyl 6-[(trimethylsilyl)ethynyl]imidazo[1,2-a]pyridine-2-carboxylate in 10 mL of anhydrous tetrahydrofuran, cooled to 0° C. are added dropwise 1.58 mL of a 1M solution of tetrabutylammonium fluoride in tetrahydrofuran. The reaction mixture is stirred for 30 minutes, 5 mL of water are then added and the resulting mixture is extracted three times with 20 mL of dichloromethane. The product is purified by chromatography on silica, eluting with mixtures of ethyl acetate an...